Dataset: the Open Reaction Database (ORD), a public repository of structured organic reaction records. Task: describe an organic reaction: reactants, conditions, products, and yield Reactants: CCSc1ncnc2c(N3CCS(=O)CC3)nc(Cl)nc12, OCCN1CCNCC1. Product: CCSc1ncnc2c(N3CCS(=O)CC3)nc(N3CCN(CCO)CC3)nc12. As a reaction SMILES: [CH2:1]([CH3:2])[S:3][c:4]1[n:5][cH:6][n:7][c:8]2[c:9]1[n:10][c:11]([Cl:21])[n:12][c:13]2[N:14]1[CH2:15][CH2:16][S:17](=[O:20])[CH2:18][CH2:19]1.[OH:22][CH2:23][CH2:24][N:25]1[CH2:26][CH2:27][NH:28][CH2:29][CH2:30]1>>[CH2:1]([CH3:2])[S:3][c:4]1[n:5][cH:6][n:7][c:8]2[c:9]1[n:10][c:11]([N:28]1[CH2:27][CH2:26][N:25]([CH2:24][CH2:23][OH:22])[CH2:30][CH2:29]1)[n:12][c:13]2[N:14]1[CH2:15][CH2:16][S:17](=[O:20])[CH2:18][CH2:19]1. Reactants: C(C)OC(NC1C(CCCC1)O)=O ((2-hydroxy-cyclohexyl)-carbamic acid ethyl ester), [H-].[H-].[H-].[H-].[Li+].[Al+3] (LiAlH4). The solvent is C1CCOC1 (THF). Run at temperature 65 celsius. The product is CNC1C(CCCC1)O (2-methylamino-cyclohexanol). Yield: 83.7%. As a reaction SMILES: C(O[C:4](=O)[NH:5][CH:6]1[CH2:11][CH2:10][CH2:9][CH2:8][CH:7]1[OH:12])C.[H-].[H-].[H-].[H-].[Li+].[Al+3]>C1COCC1>[CH3:4][NH:5][CH:6]1[CH2:11][CH2:10][CH2:9][CH2:8][CH:7]1[OH:12] |f:1.2.3.4.5.6|. Procedure: To a solution of (2-hydroxy-cyclohexyl)-carbamic acid ethyl ester (2.06 g, 11.0 mmol, 1.0 eq.) in THF (80 mL) was added LiAlH4 (1.09 g, 28.7 mmol, 2.6 eq.) and the resulting mixture was heated at 65° C. for 2 h. The reaction mixture was cooled to 0° C., quenched with water, and the separated aqueous phase was extracted with 3×EtOAc. The combined organic phase was dried over MgSO4, filtered and concentrated to give 2-methylamino-cyclohexanol (1.19 g, 84%). The reactants are COC(=O)c1cn(C)c(-c2ccccc2C(F)(F)F)c1C, CO, O=CO, [Na+], [OH-], O. Yields the product Cc1c(C(=O)O)cn(C)c1-c1ccccc1C(F)(F)F. Reaction SMILES: [CH3:1][O:2][C:3](=[O:4])[c:5]1[cH:6][n:7]([CH3:21])[c:8](-[c:11]2[c:12]([C:17]([F:18])([F:19])[F:20])[cH:13][cH:14][cH:15][cH:16]2)[c:9]1[CH3:10].[CH3:27][OH:28].[CH:24]([OH:25])=[O:26].[Na+:23].[OH-:22].[OH2:29]>>[O:2]=[C:3]([OH:4])[c:5]1[cH:6][n:7]([CH3:21])[c:8](-[c:11]2[c:12]([C:17]([F:18])([F:19])[F:20])[cH:13][cH:14][cH:15][cH:16]2)[c:9]1[CH3:10]. Reactants: Cl (hydrochloric acid), FC(C1=CC=C(C=C1)CC(=O)NN)(F)F ((4-trifluoromethyl-phenyl)-acetic acid hydrazide), N(=C=S)C1=CC=C(C=C1)S(=O)(=O)NC=1SC=CN1 (4-isothiocyanato-N-thiazol-2-yl-benzenesulfonamide), C1(=CC=C(C=C1)S(=O)(=O)Cl)C (p-toluenesulfonyl chloride), N1=CC=CC=C1 (pyridine). The solvent is C(C)(=O)OCC (Ethyl acetate), O1CCCC1 (tetrahydrofuran). Conditions: time 18 hour. The product is S1C(=NC=C1)NS(=O)(=O)C1=CC=C(C=C1)NC=1OC(=NN1)CC1=CC=C(C=C1)C(F)(F)F (N-(thiazol-2-yl)-4-(5-(4-(trifluoromethyl)benzyl)-1,3,4-oxadiazol-2-ylamino)benzenesulfonamide). The yield is 68.1%. Reaction SMILES: [F:1][C:2]([F:15])([F:14])[C:3]1[CH:8]=[CH:7][C:6]([CH2:9][C:10]([NH:12][NH2:13])=[O:11])=[CH:5][CH:4]=1.[N:16]([C:19]1[CH:24]=[CH:23][C:22]([S:25]([NH:28][C:29]2[S:30][CH:31]=[CH:32][N:33]=2)(=[O:27])=[O:26])=[CH:21][CH:20]=1)=[C:17]=S.C1(C)C=CC(S(Cl)(=O)=O)=CC=1.N1C=CC=CC=1.Cl>O1CCCC1.C(OCC)(=O)C>[S:30]1[CH:31]=[CH:32][N:33]=[C:29]1[NH:28][S:25]([C:22]1[CH:21]=[CH:20][C:19]([NH:16][C:17]2[O:11][C:10]([CH2:9][C:6]3[CH:5]=[CH:4][C:3]([C:2]([F:14])([F:15])[F:1])=[CH:8][CH:7]=3)=[N:12][N:13]=2)=[CH:24][CH:23]=1)(=[O:27])=[O:26]. Procedure details: A mixture of (4-trifluoromethyl-phenyl)-acetic acid hydrazide (200 mg, 0.9 mmol, 1.0 equiv) and 4-isothiocyanato-N-thiazol-2-yl-benzenesulfonamide (273 mg, 0.9 mmol, 1.0 equiv) in 3 mL of anhydrous tetrahydrofuran was stirred at ambient temperature. After 18 h, p-toluenesulfonyl chloride (210 mg, 1.1 mmol, 1.2 equiv) and pyridine (156 mL, 1.93 mmol, 2.10 equiv) were added, and the reaction mixture was heated at reflux. After 4 h, the reaction mixture was cooled to ambient temperature. Ethyl acet...